Dataset: the Open Reaction Database (ORD), a public repository of structured organic reaction records. Task: describe an organic reaction: reactants, conditions, products, and yield Run in C1CCOC1 (THF), O (H2O). Yield: 76.4%. Conditions: time 2 hour. Reaction SMILES: [CH3:1][C:2]1[CH:7]=[C:6]([CH3:8])[N:5]=[C:4]([N:9]2[CH2:13][CH:12]3[CH2:14][N:15]([C:17]([C:19]4[C:20]([C:25]5[N:29](C6CCCCO6)[N:28]=[CH:27][CH:26]=5)=[N:21][CH:22]=[CH:23][CH:24]=4)=[O:18])[CH2:16][CH:11]3[CH2:10]2)[N:3]=1.Cl.[OH-].[Na+]>C1COCC1.O>[NH:29]1[C:25]([C:20]2[C:19]([C:17]([N:15]3[CH2:16][CH:11]4[CH:12]([CH2:13][N:9]([C:4]5[N:3]=[C:2]([CH3:1])[CH:7]=[C:6]([CH3:8])[N:5]=5)[CH2:10]4)[CH2:14]3)=[O:18])=[CH:24][CH:23]=[CH:22][N:21]=2)=[CH:26][CH:27]=[N:28]1 |f:2.3|. The product is N1N=CC=C1C1=NC=CC=C1C(=O)N1CC2CN(CC2C1)C1=NC(=CC(=N1)C)C ((2-(1H-Pyrazol-5-yl)pyridin-3-yl)(5-(4,6-dimethylpyrimidin-2-yl)hexahydropyrrolo[3,4-c]pyrrol-2(1H)-yl)methanone). Reactants: CC1=NC(=NC(=C1)C)N1CC2C(C1)CN(C2)C(=O)C=2C(=NC=CC2)C2=CC=NN2C2OCCCC2 ((5-(4,6-Dimethylpyrimidin-2-yl)hexahydropyrrolo[3,4-c]pyrrol-2(1H)-yl)(2-(1-(tetrahydro-2H-pyran-2-yl)-1H-pyrazol-5-yl)pyridin-3-yl)methanone), Cl (HCl), [OH-].[Na+] (NaOH). Procedure details: To a solution of (5-(4,6-dimethylpyrimidin-2-yl)hexahydropyrrolo[3,4-c]pyrrol-2(1H)-yl)(2-(1-(tetrahydro-2H-pyran-2-yl)-1H-pyrazol-5-yl)pyridin-3-yl)methanone (Example 236) (210 mg, 0.43 mmol) in THF (10 mL) and H2O (1 mL) was added 4 N aq. HCl (1 mL). The reaction was let stir for 2 hours, neutralized with 3 N aq. NaOH, and extracted with DCM (3×20 mL). The organics were combined, dried with Na2SO4, and concentrated. Purification (FCC) (MeOH(NH3)/DCM) gave the title compound (128 mg, 73%) (MS (... Reactants: C[Si](C)(C)[N-][Si](C)(C)C.[K+] (potassium bis(trimethylsilyl)amide), C1(=CC=CC=C1)C1N(O1)S(=O)(=O)C1=CC=CC=C1 (3-phenyl-2-(phenyl-sulfonyl)oxaziridine), FC1=CCC(CC1)C(=O)OCC1=CC=CC=C1 (benzyl 4-fluorocyclohex-3-ene-1-carboxylate), O1NC1 (oxaziridine). The solvent is C1(=CC=CC=C1)C (toluene), C1CCOC1 (THF), C1CCOC1 (THF). Run at temperature -78 celsius. Product: FC1=CCC(CC1)(C(=O)OCC1=CC=CC=C1)O (benzyl 4-fluoro-1-hydroxycyclohex-3-ene-1-carboxylate). RXN SMILES: [F:1][C:2]1[CH2:7][CH2:6][CH:5]([C:8]([O:10][CH2:11][C:12]2[CH:17]=[CH:16][CH:15]=[CH:14][CH:13]=2)=[O:9])[CH2:4][CH:3]=1.C[Si]([N-][Si](C)(C)C)(C)C.[K+].C1(C2[O:36]N2S(C2C=CC=CC=2)(=O)=O)C=CC=CC=1.O1CN1>C1(C)C=CC=CC=1.C1COCC1>[F:1][C:2]1[CH2:7][CH2:6][C:5]([OH:36])([C:8]([O:10][CH2:11][C:12]2[CH:13]=[CH:14][CH:15]=[CH:16][CH:17]=2)=[O:9])[CH2:4][CH:3]=1 |f:1.2|. Reported procedure: A mixture of benzyl 4-fluorocyclohex-3-ene-1-carboxylate (1.77 g, 7.56 mmol) and 38 mL of THF was stirred vigorously and cooled to −78° C. To the reaction mixture was added dropwise over 15 minutes a solution of 0.5 M potassium bis(trimethylsilyl)amide in toluene (2.56 g, 12.8 mmol. The reaction mixture was allowed to stir vigorously for 1 hour. In a separate flask, 3-phenyl-2-(phenyl-sulfonyl)oxaziridine (2.17 g, 8.31 mmol) was dissolved in 2 mL of THF. The oxaziridine solution was then added t... Reactants: O (water), C(#N)C=1C=C2C=CNC2=CC1 (5-Cyanoindole), [OH-].[K+] (KOH), CN1CCC(CC1)=O (N-Methyl-4-piperidone). The solvent is CO (methanol). Yields the product CN1CCC(=CC1)C1=CNC2=CC=C(C=C12)C#N (3-(1-Methyl-1,2,3,6-tetrahydro-4-pyridyl)-1H-indole-5-carbonitrile). The yield is 97.6%. RXN SMILES: [C:1]([C:3]1[CH:4]=[C:5]2[C:9](=[CH:10][CH:11]=1)[NH:8][CH:7]=[CH:6]2)#[N:2].[OH-].[K+].[CH3:14][N:15]1[CH2:20][CH2:19][C:18](=O)[CH2:17][CH2:16]1.O>CO>[CH3:14][N:15]1[CH2:16][CH:17]=[C:18]([C:6]2[C:5]3[C:9](=[CH:10][CH:11]=[C:3]([C:1]#[N:2])[CH:4]=3)[NH:8][CH:7]=2)[CH2:19][CH2:20]1 |f:1.2|. Procedure details: 5-Cyanoindole (Aldrich, 20.0 g) was added to a solution of KOH (22.4 g) in methanol (200 ml). N-Methyl-4-piperidone (Aldrich, 40.4 g) was then added dropwise and the resulting mixture refluxed for 4 hours, then cooled and poured into water. The resulting precipitate was filtered off and dried to give the desired product as a pale pink crystalline solid (32.6 g).